Dataset: the Open Reaction Database (ORD), a public repository of structured organic reaction records. Task: describe an organic reaction: reactants, conditions, products, and yield Reactants: ClC1=NC=CC(=N1)C1=C(N=C(S1)C1CCOCC1)C=1C(=C(C=CC1)NS(=O)(=O)C1=COC=C1)F (N-{3-[5-(2-chloro-4-pyrimidinyl)-2-(tetrahydro-2H-pyran-4-yl)-1,3-thiazol-4-yl]-2-fluorophenyl}-3-furansulfonamide), NC1CCOCC1 (4-aminotetrahydropyrane). Solvent: O1CCOCC1 (1,4-dioxane). The product is FC1=C(C=CC=C1C=1N=C(SC1C1=NC(=NC=C1)NC1CCOCC1)C1CCOCC1)NS(=O)(=O)C1=COC=C1 (N-(2-fluoro-3-{2-(tetrahydro-2H-pyran-4-yl)-5-[2-(tetrahydro-2H-pyran-4-ylamino)-4-pyrimidinyl]-1,3-thiazol-4-yl}phenyl)-3-furansulfonamide), foam. Yield: 15.2%. RXN SMILES: Cl[C:2]1[N:7]=[C:6]([C:8]2[S:12][C:11]([CH:13]3[CH2:18][CH2:17][O:16][CH2:15][CH2:14]3)=[N:10][C:9]=2[C:19]2[C:20]([F:34])=[C:21]([NH:25][S:26]([C:29]3[CH:33]=[CH:32][O:31][CH:30]=3)(=[O:28])=[O:27])[CH:22]=[CH:23][CH:24]=2)[CH:5]=[CH:4][N:3]=1.[NH2:35][CH:36]1[CH2:41][CH2:40][O:39][CH2:38][CH2:37]1>O1CCOCC1>[F:34][C:20]1[C:19]([C:9]2[N:10]=[C:11]([CH:13]3[CH2:18][CH2:17][O:16][CH2:15][CH2:14]3)[S:12][C:8]=2[C:6]2[CH:5]=[CH:4][N:3]=[C:2]([NH:35][CH:36]3[CH2:41][CH2:40][O:39][CH2:38][CH2:37]3)[N:7]=2)=[CH:24][CH:23]=[CH:22][C:21]=1[NH:25][S:26]([C:29]1[CH:33]=[CH:32][O:31][CH:30]=1)(=[O:28])=[O:27]. Procedure: Following a procedure analogous to the procedure described in example 300 using N-{3-[5-(2-chloro-4-pyrimidinyl)-2-(tetrahydro-2H-pyran-4-yl)-1,3-thiazol-4-yl]-2-fluorophenyl}-3-furansulfonamide (110 mg, 0.211 mmol), 4-aminotetrahydropyrane (107 mg, 1.056 mmol) in 1,4-dioxane (2 mL), the title compound was obtained as a brown foam (20 mg, 0.032 mmol, 15%). 1H NMR (400 MHz, DMSO-d6) ppm 1.33-1.63 (m, 2H), 1.75 (qd, J=11.96, 4.29 Hz, 4H), 1.99-2.05 (m, 2H), 3.19-3.39 (m, 5H), 3.47 (td, J=11.62, 1.... Reactants: CCC(C)(C)c1ccc(O)c(C(C)(C)CC)c1, O=[N+]([O-])c1cnccc1Cl, [H-], [Na+], C1CCOC1. Yields the product CCC(C)(C)c1ccc(Oc2ccncc2[N+](=O)[O-])c(C(C)(C)CC)c1. Reaction SMILES: [CH3:1][C:2]([CH2:3][CH3:4])([CH3:5])[c:6]1[c:7]([OH:17])[cH:8][cH:9][c:10]([C:12]([CH2:13][CH3:14])([CH3:15])[CH3:16])[cH:11]1.[Cl:20][c:21]1[c:22]([N+:27](=[O:28])[O-:29])[cH:23][n:24][cH:25][cH:26]1.[H-:18].[Na+:19].[O:30]1[CH2:31][CH2:32][CH2:33][CH2:34]1>>[CH3:1][C:2]([CH2:3][CH3:4])([CH3:5])[c:6]1[c:7]([O:17][c:21]2[c:22]([N+:27](=[O:28])[O-:29])[cH:23][n:24][cH:25][cH:26]2)[cH:8][cH:9][c:10]([C:12]([CH2:13][CH3:14])([CH3:15])[CH3:16])[cH:11]1. Reactants: C1CCOC1, Cc1ccc2c(Nc3cccc(C(F)(F)F)c3)ncnc2c1N, C[Si](C)(C)[N-][Si](C)(C)C, CCOC(C)=O, CNc1cc(-c2cccnc2Cl)ncn1, [Li+], C1COCCO1, O. The product is CNc1cc(-c2cccnc2Nc2c(C)ccc3c(Nc4cccc(C(F)(F)F)c4)ncnc23)ncn1. As a reaction SMILES: [CH2:49]1[O:50][CH2:51][CH2:52][CH2:53]1.[CH3:1][c:2]1[cH:3][cH:4][c:5]2[c:6]([NH:13][c:14]3[cH:15][c:16]([C:20]([F:21])([F:22])[F:23])[cH:17][cH:18][cH:19]3)[n:7][cH:8][n:9][c:10]2[c:11]1[NH2:12].[CH3:39][Si:40]([N-:41][Si:42]([CH3:43])([CH3:44])[CH3:45])([CH3:46])[CH3:47].[CH3:55][CH2:56][O:57][C:58](=[O:59])[CH3:60].[Cl:24][c:25]1[n:26][cH:27][cH:28][cH:29][c:30]1-[c:31]1[cH:32][c:33]([NH:37][CH3:38])[n:34][cH:35][n:36]1.[Li+:48].[O:61]1[CH2:62][CH2:63][O:64][CH2:65][CH2:66]1.[OH2:54]>>[CH3:1][c:2]1[cH:3][cH:4][c:5]2[c:6]([NH:13][c:14]3[cH:15][c:16]([C:20]([F:21])([F:22])[F:23])[cH:17][cH:18][cH:19]3)[n:7][cH:8][n:9][c:10]2[c:11]1[NH:12][c:25]1[n:26][cH:27][cH:28][cH:29][c:30]1-[c:31]1[cH:32][c:33]([NH:37][CH3:38])[n:34][cH:35][n:36]1. The reactants are ClC=1C=C(C=CC1Cl)S(=O)(=O)N1[C@@H](C(NC=C1)=O)CC(=O)N1CCC(CCC1)=O ((R)-1-(2-(1-(3,4-dichlorophenylsulfonyl)-3-oxo-1,2,3,4-tetrahydropyrazin-2-yl)acetyl)azepan-4-one), C1CCOC1 (THF), C[Mg]Br (methylmagnesium bromide), O.O.O.O.O.O.O.O.O.O.O.O.S(=O)(=O)([O-])[O-].[Na+].[Na+] (sodium sulfate dodecahydrate). Solvent: ice water, CCOC(=O)C (AcOEt). Reaction conditions: time 8 hour. The product is ClC=1C=C(C=CC1Cl)S(=O)(=O)N1[C@@H](C(NC=C1)=O)CC(=O)N1CCC(CCC1)(C)O ((3R)-4-(3,4-dichlorophenylsulfonyl)-3-(2-(4-hydroxy-4-methylazepan-1-yl)-2-oxoethyl)-3,4-dihydropyrazin-2(1H)-one). Reaction SMILES: [Cl:1][C:2]1[CH:3]=[C:4]([S:9]([N:12]2[CH:17]=[CH:16][NH:15][C:14](=[O:18])[C@H:13]2[CH2:19][C:20]([N:22]2[CH2:28][CH2:27][CH2:26][C:25](=[O:29])[CH2:24][CH2:23]2)=[O:21])(=[O:11])=[O:10])[CH:5]=[CH:6][C:7]=1[Cl:8].[CH2:30]1COCC1.C[Mg]Br.O.O.O.O.O.O.O.O.O.O.O.O.S([O-])([O-])(=O)=O.[Na+].[Na+]>CCOC(C)=O>[Cl:1][C:2]1[CH:3]=[C:4]([S:9]([N:12]2[CH:17]=[CH:16][NH:15][C:14](=[O:18])[C@H:13]2[CH2:19][C:20]([N:22]2[CH2:28][CH2:27][CH2:26][C:25]([OH:29])([CH3:30])[CH2:24][CH2:23]2)=[O:21])(=[O:11])=[O:10])[CH:5]=[CH:6][C:7]=1[Cl:8] |f:3.4.5.6.7.8.9.10.11.12.13.14.15.16.17|. Procedure: To a solution of (R)-1-(2-(1-(3,4-dichlorophenylsulfonyl)-3-oxo-1,2,3,4-tetrahydropyrazin-2-yl)acetyl)azepan-4-one (4) (0.0250 g, 0.054 mmol) in THF (8.00 ml, 0.054 mmol) under N2 was added methylmagnesium bromide (1.4M solution in THF/Toluene (75:25), 2.70 ml, 3.78 mmol) in thee times, and stirred overnight. The reaction mixture was cooled in ice-water bath and sodium sulfate dodecahydrate (10.0 g) was added slowly followed by AcOEt (20 ml). After stirring at r.t. for 1 h, the mixture was filte... The reactants are O=C1C2CCC(C1)N2C(=O)OC(C)(C)C (tert-butyl 2-oxo-7-azabicyclo[2.2.1]heptane-7-carboxylate), [BH4-].[Na+] (sodium borohydride). Run in CO (methanol). Conditions: temperature 0 celsius, time 1 hour. Product: OC1C2CCC(C1)N2C(=O)OC(C)(C)C (tert-butyl 2-hydroxy-7-azabicyclo[2.2.1]heptane-7-carboxylate). As a reaction SMILES: [O:1]=[C:2]1[CH2:7][CH:6]2[N:8]([C:9]([O:11][C:12]([CH3:15])([CH3:14])[CH3:13])=[O:10])[CH:3]1[CH2:4][CH2:5]2.[BH4-].[Na+]>CO>[OH:1][CH:2]1[CH2:7][CH:6]2[N:8]([C:9]([O:11][C:12]([CH3:15])([CH3:14])[CH3:13])=[O:10])[CH:3]1[CH2:4][CH2:5]2 |f:1.2|. Procedure details: To a solution of tert-butyl 2-oxo-7-azabicyclo[2.2.1]heptane-7-carboxylate (500 mg, 2.37 mmol) in methanol (4.7 mL) at 0° C. was added sodium borohydride (134 mg, 3.55 mmol). The reaction mixture was stirred at 0° C. for 1 hour and then stirred for 16 hours at room temperature. The mixture was quenched with saturated aqueous ammonium chloride and concentrated. The resulting residue was extracted with DCM (3×) and the combined extracts were dried over sodium sulfate, filtered, and concentrated to... Reactants: C1CCOC1, CO, CCOC(=O)c1cn(-c2ccc(OC(F)F)cc2)nn1, [Li+], [OH-], O, O. Yields the product O=C(O)c1cn(-c2ccc(OC(F)F)cc2)nn1. RXN SMILES: [CH2:27]1[O:28][CH2:29][CH2:30][CH2:31]1.[CH3:21][OH:22].[F:1][CH:2]([O:3][c:4]1[cH:5][cH:6][c:7](-[n:10]2[n:11][n:12][c:13]([C:15](=[O:16])[O:17][CH2:18][CH3:19])[cH:14]2)[cH:8][cH:9]1)[F:20].[Li+:26].[OH-:25].[OH2:23].[OH2:24]>>[F:1][CH:2]([O:3][c:4]1[cH:5][cH:6][c:7](-[n:10]2[n:11][n:12][c:13]([C:15](=[O:16])[OH:17])[cH:14]2)[cH:8][cH:9]1)[F:20]. The reactants are C1=C(C=CC=2OC3=CC=CC=C3CC12)C(C(=O)O)C (2-(2-xanthenyl)-propionic acid), [H-].[H-].[H-].[H-].[Li+].[Al+3] (LiAlH4), [OH-].[Na+] (sodium hydroxide). Run in O (water), C1CCOC1 (THF), C1CCOC1 (THF), C1CCOC1 (THF). The product is C1=C(C=CC=2OC3=CC=CC=C3CC12)C(CO)C (2-(2-xanthenyl)-propanol). Reaction SMILES: [CH:1]1[C:14]2[CH2:13][C:12]3[C:7](=[CH:8][CH:9]=[CH:10][CH:11]=3)[O:6][C:5]=2[CH:4]=[CH:3][C:2]=1[CH:15]([CH3:19])[C:16](O)=[O:17].[H-].[H-].[H-].[H-].[Li+].[Al+3].[OH-].[Na+]>C1COCC1.O>[CH:1]1[C:14]2[CH2:13][C:12]3[C:7](=[CH:8][CH:9]=[CH:10][CH:11]=3)[O:6][C:5]=2[CH:4]=[CH:3][C:2]=1[CH:15]([CH3:19])[CH2:16][OH:17] |f:1.2.3.4.5.6,7.8|. Procedure details: A solution of 2.54 g. of 2-(2-xanthenyl)-propionic acid in 20 ml. of absolute THF is added dropwise to a mixture of 0.57 g. of LiAlH4 in 20 ml. of absolute THF. The mixture is refluxed for 8 hours, 2 ml. of water in 3 ml. of THF, as well as 4 ml. of 25% sodium hydroxide solution are added thereto, the mixture is decanted and the residue washed with ether. After the drying, filtration, and evaporation of the combined organic phases, 2-(2-xanthenyl)-propanol is obtained, m.p. 86°-89°.